Dataset: the Open Reaction Database (ORD), a public repository of structured organic reaction records. Task: describe an organic reaction: reactants, conditions, products, and yield Reactants: [Na+], C1COCCO1, [OH-], O=C(O)CC(O)(CC(=O)O)C(=O)O, CCCOc1ccc(O)c(C(=O)OC)c1. Yields the product CCCOc1ccc(O)c(C(=O)O)c1. As a reaction SMILES: [Na+:2].[O:31]1[CH2:32][CH2:33][O:34][CH2:35][CH2:36]1.[OH-:1].[OH:18][C:19]([CH2:20][C:21]([C:22](=[O:23])[OH:24])([CH2:25][C:26](=[O:27])[OH:28])[OH:29])=[O:30].[OH:3][c:4]1[c:5]([C:6](=[O:7])[O:8][CH3:9])[cH:10][c:11]([O:14][CH2:15][CH2:16][CH3:17])[cH:12][cH:13]1>>[OH:3][c:4]1[c:5]([C:6](=[O:7])[OH:8])[cH:10][c:11]([O:14][CH2:15][CH2:16][CH3:17])[cH:12][cH:13]1. Reactants: C(CCC)N1C(C2(CC(C1=O)C2)C2=CC=C(C=C2)[N+](=O)[O-])=O (3-n-butyl-1-(4-nitrophenyl)-3-azabicyclo[3.1.1]heptane-2,4-dione), C(C)(=O)OCC (ethyl acetate). The reagents and catalysts are [Pd] (palladium-on-carbon). Solvent: C(C)O (ethanol). The product is NC1=CC=C(C=C1)C12C(N(C(C(C1)C2)=O)CCCC)=O (1-(4-aminophenyl)-3-n-butyl-3-azabicyclo[3.1.1]heptane-2,4-dione). RXN SMILES: [CH2:1]([N:5]1[C:10](=[O:11])[CH:9]2[CH2:12][C:7]([C:13]3[CH:18]=[CH:17][C:16]([N+:19]([O-])=O)=[CH:15][CH:14]=3)([CH2:8]2)[C:6]1=[O:22])[CH2:2][CH2:3][CH3:4].C(OCC)(=O)C>C(O)C.[Pd]>[NH2:19][C:16]1[CH:15]=[CH:14][C:13]([C:7]23[CH2:8][CH:9]([CH2:12]2)[C:10](=[O:11])[N:5]([CH2:1][CH2:2][CH2:3][CH3:4])[C:6]3=[O:22])=[CH:18][CH:17]=1. Reported procedure: In a manner analogous to that described in Example 1, 2.08 g of 3-n-butyl-1-(4-nitrophenyl)-3-azabicyclo[3.1.1]heptane-2,4-dione in 60 ml of ethanol are hydrogenated in the presence of 0.15 g of palladium-on-carbon and worked up. Melting point 178°-179° (from ethyl acetate). The reactants are CC(C)(C)[Si](C)(C)OC1CC(C=O)N(Cc2ccccc2)C1, [Li]CCCC, Cn1ccnc1, CCCCCC, CCOC(C)=O, C1CCOC1, O. Reaction SMILES: [CH2:12]([c:13]1[cH:14][cH:15][cH:16][cH:17][cH:18]1)[N:19]1[CH:20]([CH:32]=[O:33])[CH2:21][CH:22]([O:24][Si:25]([CH3:26])([CH3:27])[C:28]([CH3:29])([CH3:30])[CH3:31])[CH2:23]1.[CH2:7]([Li:8])[CH2:9][CH2:10][CH3:11].[CH3:1][n:2]1[cH:3][n:4][cH:5][cH:6]1.[CH3:40][CH2:41][CH2:42][CH2:43][CH2:44][CH3:45].[CH3:46][CH2:47][O:48][C:49](=[O:50])[CH3:51].[O:35]1[CH2:36][CH2:37][CH2:38][CH2:39]1.[OH2:34]>>[CH3:1][n:2]1[c:3]([CH:32]([CH:20]2[N:19]([CH2:12][c:13]3[cH:14][cH:15][cH:16][cH:17][cH:18]3)[CH2:23][CH:22]([O:24][Si:25]([CH3:26])([CH3:27])[C:28]([CH3:29])([CH3:30])[CH3:31])[CH2:21]2)[OH:33])[n:4][cH:5][cH:6]1. Yields the product Cn1ccnc1C(O)C1CC(O[Si](C)(C)C(C)(C)C)CN1Cc1ccccc1. The reactants are COc1ccc2nccc(C(=O)CC3CCNCC3C)c2c1, NN, [Na+], [OH-], O, OCCOCCO. The product is COc1ccc2nccc(CCC3CCNCC3C)c2c1. RXN SMILES: [CH3:1][CH:2]1[CH2:3][NH:4][CH2:5][CH2:6][CH:7]1[CH2:8][C:9](=[O:10])[c:11]1[cH:12][cH:13][n:14][c:15]2[cH:16][cH:17][c:18]([O:21][CH3:22])[cH:19][c:20]12.[NH2:24][NH2:25].[Na+:27].[OH-:26].[OH2:23].[OH:28][CH2:29][CH2:30][O:31][CH2:32][CH2:33][OH:34]>>[CH3:1][CH:2]1[CH2:3][NH:4][CH2:5][CH2:6][CH:7]1[CH2:8][CH2:9][c:11]1[cH:12][cH:13][n:14][c:15]2[cH:16][cH:17][c:18]([O:21][CH3:22])[cH:19][c:20]12. Starting materials: CC(C)c1cc(Oc2c(Cl)cc(-n3nc(C(=O)O)c(=O)[nH]c3=O)cc2Cl)n[nH]c1=O, O, O=C(O)CS. Product: CC(C)c1cc(Oc2c(Cl)cc(-n3ncc(=O)[nH]c3=O)cc2Cl)n[nH]c1=O. Reaction SMILES: [Cl:1][c:2]1[cH:3][c:4](-[n:20]2[n:21][c:22]([C:28]([OH:29])=[O:30])[c:23](=[O:27])[nH:24][c:25]2=[O:26])[cH:5][c:6]([Cl:19])[c:7]1[O:8][c:9]1[n:10][nH:11][c:12](=[O:18])[c:13]([CH:15]([CH3:16])[CH3:17])[cH:14]1.[OH2:36].[SH:31][CH2:32][C:33]([OH:34])=[O:35]>>[Cl:1][c:2]1[cH:3][c:4](-[n:20]2[n:21][cH:22][c:23](=[O:27])[nH:24][c:25]2=[O:26])[cH:5][c:6]([Cl:19])[c:7]1[O:8][c:9]1[n:10][nH:11][c:12](=[O:18])[c:13]([CH:15]([CH3:16])[CH3:17])[cH:14]1. Starting materials: CN(C)C=O, COc1cc(Nc2c(C#N)cnc3cc4cc(OCCCl)c(OC)cc4cc23)c(Cl)cc1Cl, [Na+], [OH-], c1c[nH]nn1. Product: COc1cc(Nc2c(C#N)cnc3cc4cc(OCCn5nccn5)c(OC)cc4cc23)c(Cl)cc1Cl. RXN SMILES: [CH:41]([N:42]([CH3:43])[CH3:44])=[O:45].[Cl:1][CH2:2][CH2:3][O:4][c:5]1[cH:6][c:7]2[c:8]([cH:9][c:10]3[c:11]([NH:19][c:20]4[c:21]([Cl:29])[cH:22][c:23]([Cl:28])[c:24]([O:26][CH3:27])[cH:25]4)[c:12]([C:17]#[N:18])[cH:13][n:14][c:15]3[cH:16]2)[cH:30][c:31]1[O:32][CH3:33].[Na+:40].[OH-:39].[nH:34]1[n:35][n:36][cH:37][cH:38]1>>[CH2:2]([CH2:3][O:4][c:5]1[cH:6][c:7]2[c:8]([cH:9][c:10]3[c:11]([NH:19][c:20]4[c:21]([Cl:29])[cH:22][c:23]([Cl:28])[c:24]([O:26][CH3:27])[cH:25]4)[c:12]([C:17]#[N:18])[cH:13][n:14][c:15]3[cH:16]2)[cH:30][c:31]1[O:32][CH3:33])[n:35]1[n:34][cH:38][cH:37][n:36]1. Reactants: C(CCC)[Li] (Butyllithium), solution, [Cl-].[Cl-].[Cl-].[Cl-].[Zr+4] (ZrCl4), C(C)(C)(C)C=1C=C(C=C(C1)C(C)(C)C)C=1CC2=CC(=C(C=C2C1)[Si](C)(C)C)[Si](C)(C)C (2-(3,5-Di-t-butylphenyl)-5,6-bis-trimethylsilylindene), unreacted ligand. The solvent is hexanes, C(C)OCC (diethyl ether). Reaction conditions: temperature -78 celsius, time 2 hour. The product is [Cl-].[Cl-].C(C)(C)(C)C=1C=C(C=C(C1)C(C)(C)C)C=1C(C2=CC(=C(C=C2C1)[Si](C)(C)C)[Si](C)(C)C)[Zr+2]C1C(=CC2=CC(=C(C=C12)[Si](C)(C)C)[Si](C)(C)C)C1=CC(=CC(=C1)C(C)(C)C)C(C)(C)C (Bis(2-(3,5-di-t-butylphenyl)-5,6-bis(trimethylsilyl)indenyl)zirconium dichloride). As a reaction SMILES: [C:1]([C:5]1[CH:6]=[C:7]([C:15]2[CH2:16][C:17]3[C:22]([CH:23]=2)=[CH:21][C:20]([Si:24]([CH3:27])([CH3:26])[CH3:25])=[C:19]([Si:28]([CH3:31])([CH3:30])[CH3:29])[CH:18]=3)[CH:8]=[C:9]([C:11]([CH3:14])([CH3:13])[CH3:12])[CH:10]=1)([CH3:4])([CH3:3])[CH3:2].[CH2:32]([Li])[CH2:33][CH2:34][CH3:35].[Cl-:37].[Cl-].[Cl-].[Cl-].[Zr+4:41]>C(OCC)C>[Cl-:37].[Cl-:37].[C:11]([C:9]1[CH:8]=[C:7]([C:15]2[CH:16]([Zr+2:41][CH:32]3[C:22]4[C:35](=[CH:18][C:19]([Si:28]([CH3:31])([CH3:30])[CH3:29])=[C:20]([Si:24]([CH3:25])([CH3:26])[CH3:27])[CH:21]=4)[CH:34]=[C:33]3[C:7]3[CH:8]=[C:9]([C:11]([CH3:13])([CH3:12])[CH3:14])[CH:10]=[C:5]([C:1]([CH3:4])([CH3:3])[CH3:2])[CH:6]=3)[C:17]3[C:22]([CH:23]=2)=[CH:21][C:20]([Si:24]([CH3:27])([CH3:26])[CH3:25])=[C:19]([Si:28]([CH3:31])([CH3:30])[CH3:29])[CH:18]=3)[CH:6]=[C:5]([C:1]([CH3:2])([CH3:3])[CH3:4])[CH:10]=1)([CH3:14])([CH3:13])[CH3:12] |f:2.3.4.5.6,8.9.10|. Procedure details: 2-(3,5-Di-t-butylphenyl)-5,6-bis-trimethylsilylindene (1.5 g, 3.35 mmol) was dissolved in diethyl ether (100 mL) and cooled to −78° C. Butyllithium (2.1 mL of a 1.6 M solution in hexanes, 3.35 mmol) was added dropwise, causing a slight color change from yellow to yellow orange. The reaction was warmed to room temperature and allowed to stir for 2 hours. The flask was taken into a drybox where ZrCl4 (389 mg, 1.67 mmol) was added to the reaction in one portion at room temperature. The reaction was...